This data is from the Open Reaction Database (ORD), a public repository of structured organic reaction records. The task is: describe an organic reaction: reactants, conditions, products, and yield Run at temperature 85 celsius, time 13.5 hour. The product is C(C)C(CC)(C1=CC(=C(C=C1)C1=CC(=CC=C1)C(C)(O[Si](C)(C)C)C)C)C1=CC(=C(OC[C@H]2CCC(O2)=O)C=C1)C ((R)-5-(4-{1-ethyl-1-[2-methyl-3′-(1-methyl-1-trimethylsilanyloxy-ethyl)-biphenyl-4-yl]-propyl}-2-methyl-phenoxymethyl)-dihydro-furan-2-one). Reaction SMILES: C([O-])([O-])=O.[Na+].[Na+].Br[C:8]1[CH:9]=[C:10]([C:14]([CH3:21])([O:16][Si:17]([CH3:20])([CH3:19])[CH3:18])[CH3:15])[CH:11]=[CH:12][CH:13]=1.[CH2:22]([C:24]([C:43]1[CH:56]=[CH:55][C:46]([O:47][CH2:48][C@@H:49]2[O:53][C:52](=[O:54])[CH2:51][CH2:50]2)=[C:45]([CH3:57])[CH:44]=1)([C:27]1[CH:32]=[CH:31][C:30](B2OC(C)(C)C(C)(C)O2)=[C:29]([CH3:42])[CH:28]=1)[CH2:25][CH3:26])[CH3:23].C(OCC)(=O)C>CN(C)C=O>[CH2:22]([C:24]([C:43]1[CH:56]=[CH:55][C:46]([O:47][CH2:48][C@@H:49]2[O:53][C:52](=[O:54])[CH2:51][CH2:50]2)=[C:45]([CH3:57])[CH:44]=1)([C:27]1[CH:32]=[CH:31][C:30]([C:8]2[CH:13]=[CH:12][CH:11]=[C:10]([C:14]([CH3:21])([O:16][Si:17]([CH3:20])([CH3:19])[CH3:18])[CH3:15])[CH:9]=2)=[C:29]([CH3:42])[CH:28]=1)[CH2:25][CH3:26])[CH3:23] |f:0.1.2|. The yield is 51.5%. Starting materials: C(C)(=O)OCC (Ethyl acetate), C(=O)([O-])[O-].[Na+].[Na+] (Na2CO3), BrC=1C=C(C=CC1)C(C)(O[Si](C)(C)C)C ([1-(3-bromo-phenyl)-1-methyl-ethoxy]-trimethylsilane), C(C)C(CC)(C1=CC(=C(C=C1)B1OC(C(O1)(C)C)(C)C)C)C1=CC(=C(OC[C@H]2CCC(O2)=O)C=C1)C ((R)-5-(4-{1-ethyl-1-[3-methyl-4-(4,4,5,5-tetramethyl-[1,3,2]dioxaborolan-2-yl)-phenyl]-propyl}-2-methyl-phenoxymethyl)-dihydro-furan-2-one). The solvent is CN(C=O)C (N,N-dimethylformamide). Procedure details: A [1,1′-bis(diphenylphosphino)ferrocene]palladium dichloride dichloromethane complex (1.49 mg, 0.002 mmol), a 2 M Na2CO3 solution (0.1 mL, 0.2 mmol) and [1-(3-bromo-phenyl)-1-methyl-ethoxy]-trimethylsilane (Example 16-(1); 26.3 mg, 0.091 mmol) were added to a solution of (R)-5-(4-{1-ethyl-1-[3-methyl-4-(4,4,5,5-tetramethyl-[1,3,2]dioxaborolan-2-yl)-phenyl]-propyl}-2-methyl-phenoxymethyl)-dihydro-furan-2-one (Example 15-(3); 30 mg, 0.061 mmol) in N,N-dimethylformamide (0.1 mL) at room temperature... The reactants are CCOC(C)=O, CCN=C=NCCCN(C)C, COC(=O)c1cc(-c2cc(SCCNC(=O)CCCNC(=O)OC(C)(C)C)nc(N)n2)c(C)cc1OC, CCN(C(C)C)C(C)C, ClCCl, Cl, Cl, [Li+], [OH-], O=C(O)C(F)(F)F, On1nnc2ccccc21. The product is COc1cc(C)c2cc1C(=O)NCCCC(=O)NCCSc1cc-2nc(N)n1. Reaction SMILES: [C:47]([O:48][CH2:49][CH3:50])(=[O:51])[CH3:52].[CH2:74]([N:75]=[C:76]=[N:77][CH2:78][CH2:79][CH2:80][N:81]([CH3:82])[CH3:83])[CH3:84].[CH3:8][O:9][C:10]([c:11]1[c:12]([O:42][CH3:43])[cH:13][c:14]([CH3:41])[c:15](-[c:17]2[n:18][c:19]([NH2:40])[n:20][c:21]([S:23][CH2:24][CH2:25][NH:26][C:27]([CH2:28][CH2:29][CH2:30][NH:31][C:33]([O:34][C:35]([CH3:36])([CH3:37])[CH3:38])=[O:44])=[O:39])[cH:22]2)[cH:16]1)=[O:32].[CH:64]([N:65]([CH:66]([CH3:67])[CH3:68])[CH2:69][CH3:70])([CH3:71])[CH3:72].[Cl:85][CH2:86][Cl:87].[ClH:53].[ClH:73].[Li+:45].[OH-:46].[OH:1][C:2]([C:3]([F:4])([F:5])[F:6])=[O:7].[OH:54][n:55]1[c:56]2[cH:57][cH:58][cH:59][cH:60][c:61]2[n:62][n:63]1>>[O:9]=[C:10]1[c:11]2[c:12]([O:42][CH3:43])[cH:13][c:14]([CH3:41])[c:15]([cH:16]2)-[c:17]2[n:18][c:19]([NH2:40])[n:20][c:21]([cH:22]2)[S:23][CH2:24][CH2:25][NH:26][C:27](=[O:39])[CH2:28][CH2:29][CH2:30][NH:31]1. The reactants are CC1=C(OC=2C=C3C(NC(=NC3=CC2C)N2N=CC(=C2)C(=O)OCC)=O)C(=CC=C1)C (ethyl 1-(6-(2,6-dimethylphenoxy)-7-methyl-4-oxo-3,4-dihydroquinazolin-2-yl)-1H-pyrazole-4-carboxylate), N1CCOCC1 (morpholine). Product: CC1=C(OC=2C=C3C(=NC(=NC3=CC2C)N2N=CC(=C2)C(=O)O)N2CCOCC2)C(=CC=C1)C (1-(6-(2,6-Dimethylphenoxy)-7-methyl-4-morpholinoquinazolin-2-yl)-1 H-pyrazole-4-carboxylic acid). RXN SMILES: [CH3:1][C:2]1[CH:30]=[CH:29][CH:28]=[C:27]([CH3:31])[C:3]=1[O:4][C:5]1[CH:6]=[C:7]2[C:12](=[CH:13][C:14]=1[CH3:15])[N:11]=[C:10]([N:16]1[CH:20]=[C:19]([C:21]([O:23]CC)=[O:22])[CH:18]=[N:17]1)[NH:9][C:8]2=O.[NH:32]1[CH2:37][CH2:36][O:35][CH2:34][CH2:33]1>>[CH3:1][C:2]1[CH:30]=[CH:29][CH:28]=[C:27]([CH3:31])[C:3]=1[O:4][C:5]1[CH:6]=[C:7]2[C:12](=[CH:13][C:14]=1[CH3:15])[N:11]=[C:10]([N:16]1[CH:20]=[C:19]([C:21]([OH:23])=[O:22])[CH:18]=[N:17]1)[N:9]=[C:8]2[N:32]1[CH2:37][CH2:36][O:35][CH2:34][CH2:33]1. Procedure details: The above compound may be made analogous to Example 1 using ethyl 1-(6-(2,6-dimethylphenoxy)-7-methyl-4-oxo-3,4-dihydroquinazolin-2-yl)-1H-pyrazole-4-carboxylate in step D and morpholine in step E. MS (ESI/CI): predicted mass C25H25N5O4, 459.2. Starting materials: O=C([O-])[O-], COc1ccc(CN(c2ncns2)S(=O)(=O)c2ccc(F)c(C#N)c2)c(OC)c1, CS(C)=O, Oc1ccc(Cl)cc1-c1ccnc(OC2CCC2)c1, [K+], [K+]. Yields the product COc1ccc(CN(c2ncns2)S(=O)(=O)c2ccc(Oc3ccc(Cl)cc3-c3ccnc(OC4CCC4)c3)c(C#N)c2)c(OC)c1. Reaction SMILES: [C:20](=[O:21])([O-:22])[O-:23].[C:26](#[N:27])[c:28]1[cH:29][c:30]([S:35](=[O:36])(=[O:37])[N:38]([c:39]2[n:40][cH:41][n:42][s:43]2)[CH2:44][c:45]2[c:46]([O:53][CH3:54])[cH:47][c:48]([O:51][CH3:52])[cH:49][cH:50]2)[cH:31][cH:32][c:33]1[F:34].[CH3:55][S:56]([CH3:57])=[O:58].[Cl:1][c:2]1[cH:3][c:4](-[c:9]2[cH:10][c:11]([O:15][CH:16]3[CH2:17][CH2:18][CH2:19]3)[n:12][cH:13][cH:14]2)[c:5]([OH:8])[cH:6][cH:7]1.[K+:24].[K+:25]>>[Cl:1][c:2]1[cH:3][c:4](-[c:9]2[cH:10][c:11]([O:15][CH:16]3[CH2:17][CH2:18][CH2:19]3)[n:12][cH:13][cH:14]2)[c:5]([O:8][c:33]2[c:28]([C:26]#[N:27])[cH:29][c:30]([S:35](=[O:36])(=[O:37])[N:38]([c:39]3[n:40][cH:41][n:42][s:43]3)[CH2:44][c:45]3[c:46]([O:53][CH3:54])[cH:47][c:48]([O:51][CH3:52])[cH:49][cH:50]3)[cH:31][cH:32]2)[cH:6][cH:7]1. The reactants are BrC1=CC=CC=2C(C3=NC(=CN3CCC21)C2=CC=CC=C2)OC2CCN(CC2)C (8-Bromo-4-(1-methyl-piperidin-4-yloxy)-2-phenyl-9,10-dihydro-4H-3,10a-diaza-benzo[f]azulene), C(C1=CC=CC=C1)B1OC(C)(C)C(C)(C)O1 (benzylboronic pinacol ester), C([O-])([O-])=O.[K+].[K+] (potassium carbonate). The reagents and catalysts are C1=CC=C(C=C1)P([C-]2C=CC=C2)C3=CC=CC=C3.C1=CC=C(C=C1)P([C-]2C=CC=C2)C3=CC=CC=C3.Cl[Pd]Cl.[Fe+2] ([1,1′-bis(diphenylphosphino)ferrocene]dichloropalladium). Solvent: C1(=CC=CC=C1)C.O1CCOCC1.O (toluene dioxane water). Run at temperature 95 celsius, time 20 hour. Product: C(C1=CC=CC=C1)C1=CC=CC=2C(C3=NC(=CN3CCC21)C2=CC=CC=C2)OC2CCN(CC2)C (8-benzyl-4-(1-methylpiperidin-4-yloxy)-2-phenyl-9,10-dihydro-4H-3,10a-diaza-benzo[f]azulene). As a reaction SMILES: Br[C:2]1[C:15]2[CH2:14][CH2:13][N:12]3[C:8](=[N:9][C:10]([C:16]4[CH:21]=[CH:20][CH:19]=[CH:18][CH:17]=4)=[CH:11]3)[CH:7]([O:22][CH:23]3[CH2:28][CH2:27][N:26]([CH3:29])[CH2:25][CH2:24]3)[C:6]=2[CH:5]=[CH:4][CH:3]=1.[CH2:30](B1OC(C)(C)C(C)(C)O1)[C:31]1[CH:36]=[CH:35][CH:34]=[CH:33][CH:32]=1.C(=O)([O-])[O-].[K+].[K+]>C1(C)C=CC=CC=1.O1CCOCC1.O.C1C=CC(P(C2C=CC=CC=2)[C-]2C=CC=C2)=CC=1.C1C=CC(P(C2C=CC=CC=2)[C-]2C=CC=C2)=CC=1.Cl[Pd]Cl.[Fe+2]>[CH2:30]([C:2]1[C:15]2[CH2:14][CH2:13][N:12]3[C:8](=[N:9][C:10]([C:16]4[CH:17]=[CH:18][CH:19]=[CH:20][CH:21]=4)=[CH:11]3)[CH:7]([O:22][CH:23]3[CH2:24][CH2:25][N:26]([CH3:29])[CH2:27][CH2:28]3)[C:6]=2[CH:5]=[CH:4][CH:3]=1)[C:31]1[CH:36]=[CH:35][CH:34]=[CH:33][CH:32]=1 |f:2.3.4,5.6.7,8.9.10.11|. Reported procedure: To a solution of 8-bromo-4-(1-methyl-piperidin-4-yloxy)-2-phenyl-9,10-dihydro-4H-3,10a-diaza-benzo[f]azulene (example 231) (150 mg) in toluene/dioxane/water 10/1/1 (6 mL) in a screw-capped vial are added benzylboronic pinacol ester (151 mg), [1,1′-bis(diphenylphosphino)ferrocene]dichloropalladium (50 mg) and potassium carbonate (137 mg). The vial is evacuated and filled with argon. The reaction mixture is stirred at 95° C. for 20 hours. Water is added to the reaction mixture, and the aqueous pha... Conditions: temperature 90 celsius, time 7 hour. The product is C(=O)C=1C(=C(C=CC1OC)C1=CC=CC(=N1)C(=O)OC)C (Methyl 6-(3-formyl-4-methoxy-2-methylphenyl)pyridine-2-carboxylate). The reactants are COC1=CC=C(C(=C1C=O)C)B1OC(C(O1)(C)C)(C)C (6-Methoxy-2-methyl-3-(4,4,5,5-tetramethyl-1,3,2-dioxaborolan-2-yl)benzaldehyde), BrC1=CC=CC(=N1)C(=O)OC (methyl 6-bromopyridine-2-carboxylate), C([O-])([O-])=O.[Na+].[Na+] (sodium carbonate), [Cl-].[NH4+] (ammonium chloride), C([O-])([O-])=O.[K+].[K+] (potassium carbonate), CI (methyl iodide). As a reaction SMILES: [CH3:1][O:2][C:3]1[C:8]([CH:9]=[O:10])=[C:7]([CH3:11])[C:6](B2OC(C)(C)C(C)(C)O2)=[CH:5][CH:4]=1.Br[C:22]1[N:27]=[C:26]([C:28]([O:30][CH3:31])=[O:29])[CH:25]=[CH:24][CH:23]=1.C(=O)([O-])[O-].[Na+].[Na+].[Cl-].[NH4+].C(=O)([O-])[O-].[K+].[K+].CI>COCCOC.O.CN(C=O)C.C1C=CC([P]([Pd]([P](C2C=CC=CC=2)(C2C=CC=CC=2)C2C=CC=CC=2)([P](C2C=CC=CC=2)(C2C=CC=CC=2)C2C=CC=CC=2)[P](C2C=CC=CC=2)(C2C=CC=CC=2)C2C=CC=CC=2)(C2C=CC=CC=2)C2C=CC=CC=2)=CC=1.CCCCCC>[CH:9]([C:8]1[C:7]([CH3:11])=[C:6]([C:22]2[N:27]=[C:26]([C:28]([O:30][CH3:31])=[O:29])[CH:25]=[CH:24][CH:23]=2)[CH:5]=[CH:4][C:3]=1[O:2][CH3:1])=[O:10] |f:2.3.4,5.6,7.8.9,^1:63,65,84,103|. The solvent is O (water), COCCOC (1,2-dimethoxyethane), O (water), CCCCCC (hexane), CN(C)C=O (DMF). Reported procedure: A suspension of the 6-methoxy-2-methyl-3-(4,4,5,5-tetramethyl-1,3,2-dioxaborolan-2-yl)benzaldehyde produced in Example 4-1 (1.01 g, 3.66 mmol), methyl 6-bromopyridine-2-carboxylate (0.79 g, 3.66 mmol), sodium carbonate (1.16 g, 11.0 mmol), and tetrakis(triphenylphosphine)palladium(0) (0.21 g, 0.18 mmol) in 1,2-dimethoxyethane (20.2 ml) and water (8.8 ml) was prepared at room temperature, and the suspension thus prepared was then stirred at 90° C. for 7 hours. After air-cooling, an aqueous soluti... Reagents/catalysts: C=1C=CC(=CC1)[P](C=2C=CC=CC2)(C=3C=CC=CC3)[Pd]([P](C=4C=CC=CC4)(C=5C=CC=CC5)C=6C=CC=CC6)([P](C=7C=CC=CC7)(C=8C=CC=CC8)C=9C=CC=CC9)[P](C=1C=CC=CC1)(C=1C=CC=CC1)C=1C=CC=CC1 (tetrakis(triphenylphosphine)palladium(0)). Isolated yield 59.9%.